From a dataset of the Open Reaction Database (ORD), a public repository of structured organic reaction records. describe an organic reaction: reactants, conditions, products, and yield Reactants: O=C([O-])[O-], CCO, Cc1cc(C)cc(C(N)=O)c1, Cl, [K+], [K+], C1=C(c2ccccn2)CCNC1. Yields the product Cc1cc(C)cc(C(=O)NCN2CC=C(c3ccccn3)CC2)c1. Reaction SMILES: [C:25](=[O:26])([O-:27])[O-:28].[CH2:31]([OH:32])[CH3:33].[CH3:14][c:15]1[cH:16][c:17]([C:18](=[O:19])[NH2:20])[cH:21][c:22]([CH3:24])[cH:23]1.[ClH:1].[K+:29].[K+:30].[n:2]1[c:3]([C:8]2=[CH:13][CH2:12][NH:11][CH2:10][CH2:9]2)[cH:4][cH:5][cH:6][cH:7]1>>[n:2]1[c:3]([C:8]2=[CH:13][CH2:12][N:11]([CH2:25][NH:20][C:18]([c:17]3[cH:16][c:15]([CH3:14])[cH:23][c:22]([CH3:24])[cH:21]3)=[O:19])[CH2:10][CH2:9]2)[cH:4][cH:5][cH:6][cH:7]1. Reactants: CI, CN(C)C=O, O=C(NCCc1ccn(S(=O)(=O)c2ccccc2)c1)C(F)(F)F, [H-], [Na+], O. Yields the product CN(CCc1ccn(S(=O)(=O)c2ccccc2)c1)C(=O)C(F)(F)F. RXN SMILES: [CH3:26][I:27].[CH3:29][N:30]([CH3:31])[CH:32]=[O:33].[F:3][C:4]([C:5](=[O:6])[NH:7][CH2:8][CH2:9][c:10]1[cH:11][n:12]([S:15](=[O:16])(=[O:17])[c:18]2[cH:19][cH:20][cH:21][cH:22][cH:23]2)[cH:13][cH:14]1)([F:24])[F:25].[H-:1].[Na+:2].[OH2:28]>>[F:3][C:4]([C:5](=[O:6])[N:7]([CH2:8][CH2:9][c:10]1[cH:11][n:12]([S:15](=[O:16])(=[O:17])[c:18]2[cH:19][cH:20][cH:21][cH:22][cH:23]2)[cH:13][cH:14]1)[CH3:26])([F:24])[F:25].